From a dataset of the Open Reaction Database (ORD), a public repository of structured organic reaction records. describe an organic reaction: reactants, conditions, products, and yield Reactants: C(C)(C)(C)OC(=O)N1CCN(CC1)C1=C2CC(NCC2=CC=C1)(C)C (tert-Butyl-4-(3,3-dimethyl-1,2,3,4-tetrahydroisoquinolin-5-yl)piperazine-1-carboxylate), II (iodine), CC(=O)[O-].[Na+] (NaOAc). The solvent is CCO (EtOH). Conditions: temperature 80 celsius, time 3 hour. The product is C(C)(C)(C)OC(=O)N1CCN(CC1)C1=C2CC(N=CC2=CC=C1)(C)C (tert-Butyl-4-(3,3-dimethyl-3,4-dihydroisoquinolin-5-yl)piperazine-1-carboxylate). The yield is 53.5%. RXN SMILES: [C:1]([O:5][C:6]([N:8]1[CH2:13][CH2:12][N:11]([C:14]2[CH:23]=[CH:22][CH:21]=[C:20]3[C:15]=2[CH2:16][C:17]([CH3:25])([CH3:24])[NH:18][CH2:19]3)[CH2:10][CH2:9]1)=[O:7])([CH3:4])([CH3:3])[CH3:2].II.CC([O-])=O.[Na+]>CCO>[C:1]([O:5][C:6]([N:8]1[CH2:13][CH2:12][N:11]([C:14]2[CH:23]=[CH:22][CH:21]=[C:20]3[C:15]=2[CH2:16][C:17]([CH3:25])([CH3:24])[N:18]=[CH:19]3)[CH2:10][CH2:9]1)=[O:7])([CH3:4])([CH3:2])[CH3:3] |f:2.3|. Reported procedure: To a solution of 78C (170 mg, 0.49 mmol) in EtOH (2 mL) was added iodine (281 mg, 2.21 mmol) and NaOAc (60 mg, 0.73 mmol) and the reaction mixture was heated to 80° C. After 3 h, the solvent was evaporated and the residue was quenched with 10% sodium thiosulphate solution and extracted twice with EtOAc and the combined organics were washed with H2O. The organic layer was extracted with 2 mL of 0.5 N HCl solution and the combined aqueous layers were basified with ammonia solution and extracted wi...